Dataset: the Open Reaction Database (ORD), a public repository of structured organic reaction records. Task: describe an organic reaction: reactants, conditions, products, and yield Reactants: NC1=C(C(=O)N)C=CC(=C1)OC (2-amino-4-methoxy-benzamide), OCCOC1=C(C=C(C=O)C=C1C)C (4-(2-hydroxy-ethoxy)-3,5-dimethyl-benzaldehyde), OS(=O)[O-].[Na+] (NaHSO3), CC=1C=CC(=CC1)S(=O)(=O)O (p-TSA). Solvent: CN(C(C)=O)C (N,N-dimethylacetamide). Run at temperature 115 celsius, time 16 hour. Product: OCCOC1=C(C=C(C=C1C)C1=NC2=CC(=CC=C2C(N1)=O)OC)C (2-[4-(2-hydroxy-ethoxy)-3,5-dimethyl-phenyl]-7-methoxy-3H-quinazolin-4-one). Reaction SMILES: [NH2:1][C:2]1[CH:10]=[C:9]([O:11][CH3:12])[CH:8]=[CH:7][C:3]=1[C:4]([NH2:6])=[O:5].[OH:13][CH2:14][CH2:15][O:16][C:17]1[C:24]([CH3:25])=[CH:23][C:20]([CH:21]=O)=[CH:19][C:18]=1[CH3:26].OS([O-])=O.[Na+].CC1C=CC(S(O)(=O)=O)=CC=1>CN(C)C(=O)C>[OH:13][CH2:14][CH2:15][O:16][C:17]1[C:24]([CH3:25])=[CH:23][C:20]([C:21]2[NH:6][C:4](=[O:5])[C:3]3[C:2](=[CH:10][C:9]([O:11][CH3:12])=[CH:8][CH:7]=3)[N:1]=2)=[CH:19][C:18]=1[CH3:26] |f:2.3|. Reported procedure: To a solution of 2-amino-4-methoxy-benzamide (1.00 g, 6.01 mmol) and 4-(2-hydroxy-ethoxy)-3,5-dimethyl-benzaldehyde (1.28 g, 6.59 mmol) in N,N-dimethylacetamide (15 mL) were added NaHSO3 (58.5 wt %, 0.68 g, 6.50 mmol) and p-TSA (0.23 g, 1.20 mmol) and the reaction mixture was stirred at 115° C. for 16 hours, and cooled to room temperature. Solvent was removed under reduced pressure. The residue was diluted with water (50 mL), stirred for 30 minutes, and then filtered. The solid was suspended in ...